This data is from the Open Reaction Database (ORD), a public repository of structured organic reaction records. The task is: describe an organic reaction: reactants, conditions, products, and yield Starting materials: [O-][Mn](=O)(=O)=O.[K+] (KMnO4), C(C=C)O[C@@H]1C[C@@H](N(C1)C(C1=CC=CC=C1)C1=CC=CC=C1)[C@H]([C@H](CC1=CC(=CC(=C1)F)F)NC(C1=CC(C(=O)N(CCC)CCC)=CC=C1)=O)O (N1-((1S,2S)-1-((2R,4R)-4-(allyloxy)-1-benzhydrylpyrrolidin-2-yl)-3-(3,5-difluorophenyl)-1-hydroxypropan-2-yl)-N3,N3-dipropylisophthalamide), C(C=C)O[C@@H]1C[C@@H](N(C1)C(=O)OC(C)(C)C)[C@H]([C@H](CC1=CC(=CC(=C1)F)F)C(=O)OCC1=CC=CC=C1)O[Si](C)(C)C(C)(C)C ((2R,4R)-tert-butyl 4-(allyloxy)-2-((1S,2S)-2-(benzyloxycarbonyl)-1-(tert-butyldimethylsilyloxy)-3-(3,5-difluorophenyl)propyl)pyrrolidine-1-carboxylate), RhCl(PPh3)3, C1CN2CCN1CC2 (DABCO), C(C1=CC=CC=C1)OC(=O)[C@H]([C@H](O[Si](C)(C)C(C)(C)C)[C@@H]1N(C[C@@H](C1)O)C(=O)OC(C)(C)C)CC1=CC(=CC(=C1)F)F ((2R,4R)-tert-butyl 2-((1S,2S)-2-(benzyloxycarbonyl)-1-(tert-butyldimethylsilyloxy)-3-(3,5-difluorophenyl)propyl)-4-hydroxypyrrolidine-1-carboxylate), [OH-].[Na+] (NaOH). Run in O.CCO (H2O EtOH), CCOC(=O)C.CCCCCC (EtOAc Hexane), CO (MeOH). Conditions: temperature 140 celsius, time 3 hour. The product is C(CCC)N(C(C1=CC(C(=O)N[C@H]([C@@H]([C@@H]2NCC(C2)(C2=CC=CC=C2)O)O)CC2=CC(=CC(=C2)F)F)=CC=C1)=O)C (N1-butyl-N3-((1R,2S)-3-(3,5-difluorophenyl)-1-hydroxy-1-((2R)-4-hydroxy-4-phenylpyrrolidin-2-yl)propan-2-yl)-N1-methylisophthalamide). The yield is 77.0%. Reaction SMILES: C([O:4][C@H:5]1[CH2:9][N:8](C(C2C=CC=CC=2)C2C=CC=CC=2)[C@@H:7]([C@@H:23]([OH:52])[C@@H:24]([NH:34][C:35](=[O:51])[C:36]2[CH:50]=[CH:49][CH:48]=[C:38]([C:39]([N:41]([CH2:45][CH2:46][CH3:47])[CH2:42]CC)=[O:40])[CH:37]=2)[CH2:25][C:26]2[CH:31]=[C:30]([F:32])[CH:29]=[C:28]([F:33])[CH:27]=2)[CH2:6]1)C=C.C(OC([C@@H](CC1C=C(F)C=C(F)C=1)[C@@H]([C@H]1C[C@@H](O)CN1C(OC(C)(C)C)=O)O[Si](C(C)(C)C)(C)C)=O)[C:54]1[CH:59]=[CH:58][CH:57]=[CH:56][CH:55]=1.[CH2:95](O[C@H]1CN(C(OC(C)(C)C)=O)[C@@H]([C@@H](O[Si](C(C)(C)C)(C)C)[C@@H](C(OCC2C=CC=CC=2)=O)CC2C=C(F)C=C(F)C=2)C1)C=C.C1N2CCN(CC2)C1.[OH-].[Na+].[O-][Mn](=O)(=O)=O.[K+]>O.CCO.CCOC(C)=O.CCCCCC.CO>[CH2:45]([N:41]([CH3:42])[C:39](=[O:40])[C:38]1[CH:48]=[CH:49][CH:50]=[C:36]([C:35]([NH:34][C@@H:24]([CH2:25][C:26]2[CH:31]=[C:30]([F:32])[CH:29]=[C:28]([F:33])[CH:27]=2)[C@H:23]([OH:52])[C@H:7]2[CH2:6][C:5]([OH:4])([C:54]3[CH:59]=[CH:58][CH:57]=[CH:56][CH:55]=3)[CH2:9][NH:8]2)=[O:51])[CH:37]=1)[CH2:46][CH2:47][CH3:95] |f:4.5,6.7,8.9,10.11|. Procedure: Step 6 (A): (2R,4R)-tert-butyl 2-((1S,2S)-2-(benzyloxycarbonyl)-1-(tert-butyldimethylsilyloxy)-3-(3,5-difluorophenyl)propyl)-4-hydroxypyrrolidine-1-carboxylate. To a solution of (2R,4R)-tert-butyl 4-(allyloxy)-2-((1S,2S)-2-(benzyloxycarbonyl)-1-(tert-butyldimethylsilyloxy)-3-(3,5-difluorophenyl)propyl)pyrrolidine-1-carboxylate (Preparation A, 730 mg, 1.11 mmol) in H2O/EtOH (0.8/7 mL) were added RhCl(PPh3)3 (77 mg, 0.083 mmol) and DABCO (25 mg, 0.22 mmol). The mixture was stirred at 140° C. for 3... The reactants are CCN=C=NCCCN(C)C, CCN(C(C)C)C(C)C, Cl, NCC(=O)N1CCN(C(=O)c2cc(F)ccc2C(F)(F)F)CC1, O=C(O)c1cc(-c2ccc3[nH]c(=O)oc3c2)[nH]n1, CN(C)C=O, O, On1nnc2ccccc21. Product: O=C(NCC(=O)N1CCN(C(=O)c2cc(F)ccc2C(F)(F)F)CC1)c1cc(-c2ccc3[nH]c(=O)oc3c2)[nH]n1. As a reaction SMILES: [CH3:38][CH2:39][N:40]=[C:41]=[N:42][CH2:43][CH2:44][CH2:45][N:46]([CH3:47])[CH3:48].[CH:1]([N:2]([CH2:3][CH3:4])[CH:5]([CH3:6])[CH3:7])([CH3:8])[CH3:9].[ClH:49].[NH2:50][CH2:51][C:52](=[O:53])[N:54]1[CH2:55][CH2:56][N:57]([C:60]([c:61]2[c:62]([C:68]([F:69])([F:70])[F:71])[cH:63][cH:64][c:65]([F:67])[cH:66]2)=[O:72])[CH2:58][CH2:59]1.[O:10]=[c:11]1[o:12][c:13]2[c:14]([nH:15]1)[cH:16][cH:17][c:18](-[c:20]1[cH:21][c:22]([C:25](=[O:26])[OH:27])[n:23][nH:24]1)[cH:19]2.[O:73]=[CH:74][N:75]([CH3:76])[CH3:77].[OH2:78].[OH:28][n:29]1[c:30]2[c:31]([cH:32][cH:33][cH:34][cH:35]2)[n:36][n:37]1>>[O:10]=[c:11]1[o:12][c:13]2[c:14]([nH:15]1)[cH:16][cH:17][c:18](-[c:20]1[cH:21][c:22]([C:25](=[O:27])[NH:50][CH2:51][C:52](=[O:53])[N:54]3[CH2:55][CH2:56][N:57]([C:60]([c:61]4[c:62]([C:68]([F:69])([F:70])[F:71])[cH:63][cH:64][c:65]([F:67])[cH:66]4)=[O:72])[CH2:58][CH2:59]3)[n:23][nH:24]1)[cH:19]2. Reactants: C[Si](C#CCCO)(C)C (4-Trimethylsilyl-3-butyne-1-ol), N1=CC=CC=C1 (pyridine), P(Br)(Br)Br (Phosphorus tribromide). The solvent is C(C)OCC (diethyl ether). Yields the product BrCCC#C[Si](C)(C)C (4-bromo-1-trimethylsilyl-1-butyne). The yield is 117.0%. As a reaction SMILES: [CH3:1][Si:2]([CH3:9])([CH3:8])[C:3]#[C:4][CH2:5][CH2:6]O.N1C=CC=CC=1.P(Br)(Br)[Br:17]>C(OCC)C>[Br:17][CH2:6][CH2:5][C:4]#[C:3][Si:2]([CH3:9])([CH3:8])[CH3:1]. Procedure: 4-Trimethylsilyl-3-butyne-1-ol (14.2 g, 0.1 mol) and 0.2 ml of pyridine were dissolved in 50 ml of diethyl ether under a nitrogen atmosphere. Phosphorus tribromide (3.8 ml, 0.04 mol) was slowly added and the mixture was heated under reflux for 2 hours. Isolation of the product by conventional means yielded 9.6 g of 4-bromo-1-trimethylsilyl-1-butyne as a clear liquid, bp 35°-38° C. at 1 mm Hg. Starting materials: C=CCOC(=O)OC, O=Cc1ccc(O)cc1, c1ccc(P(c2ccccc2)c2ccccc2)cc1. Product: C=CCOc1ccc(C=O)cc1. Reaction SMILES: [C:10](=[O:11])([O:15][CH3:16])[O:17][CH2:12][CH:13]=[CH2:14].[OH:1][c:2]1[cH:3][cH:4][c:5]([CH:6]=[O:7])[cH:8][cH:9]1.[c:18]1([P:19]([c:20]2[cH:21][cH:22][cH:23][cH:24][cH:25]2)[c:26]2[cH:27][cH:28][cH:29][cH:30][cH:31]2)[cH:32][cH:33][cH:34][cH:35][cH:36]1>>[O:1]([c:2]1[cH:3][cH:4][c:5]([CH:6]=[O:7])[cH:8][cH:9]1)[CH2:14][CH:13]=[CH2:12]. The reactants are [Li]CCCC, CCOCC, CN(C)CCN(C)C, Cc1cncc(Cl)c1, O. The product is Cc1cnc(C=O)c(Cl)c1. Reaction SMILES: [CH3:1][CH2:2][CH2:3][CH2:4][Li:5].[CH3:23][CH2:24][O:25][CH2:26][CH3:27].[CH3:6][N:7]([CH3:8])[CH2:9][CH2:10][N:11]([CH3:12])[CH3:13].[Cl:14][c:15]1[cH:16][n:17][cH:18][c:19]([CH3:21])[cH:20]1.[OH2:22]>>[CH:1]([c:16]1[c:15]([Cl:14])[cH:20][c:19]([CH3:21])[cH:18][n:17]1)=[O:22]. Reactants: [Br-], C=CC(=O)OC(C)(C)C, CCCC[N+](CCCC)(CCCC)CCCC, Cc1ccccc1, Cl, [K+], [OH-], O, OCCc1ccc2sccc2c1. Yields the product CC(C)(C)OC(=O)CCOCCc1ccc2sccc2c1. As a reaction SMILES: [Br-:25].[C:15]([CH:16]=[CH2:17])(=[O:18])[O:19][C:20]([CH3:21])([CH3:22])[CH3:23].[CH2:26]([N+:27]([CH2:28][CH2:29][CH2:30][CH3:31])([CH2:32][CH2:33][CH2:34][CH3:35])[CH2:36][CH2:37][CH2:38][CH3:39])[CH2:40][CH2:41][CH3:42].[CH3:43][c:44]1[cH:45][cH:46][cH:47][cH:48][cH:49]1.[ClH:24].[K+:14].[OH-:13].[OH2:50].[s:1]1[cH:2][cH:3][c:4]2[c:5]1[cH:6][cH:7][c:8]([CH2:10][CH2:11][OH:12])[cH:9]2>>[s:1]1[cH:2][cH:3][c:4]2[c:5]1[cH:6][cH:7][c:8]([CH2:10][CH2:11][O:12][CH2:17][CH2:16][C:15](=[O:18])[O:19][C:20]([CH3:21])([CH3:22])[CH3:23])[cH:9]2. Reactants: O1CCCC1 (tetrahydrofuran), FC1=C(C=C(C=C1)C1=C(C(=CC(=C1)C)C)/C=C/C(CC(CC(=O)OC)=O)O)C (methyl E-7-(4'-fluoro-3,3',5-trimethyl[1,1'-biphenyl]-2-yl)-5-hydroxy-3-oxo-6-heptenoate), C(C)B(CC)CC (triethylborane), [BH4-].[Na+] (Sodium borohydride). The solvent is CO (methanol). Reaction conditions: temperature -78 celsius, time 5 minute. Yields the product FC1=C(C=C(C=C1)C1=C(C(=CC(=C1)C)C)/C=C/C(CC(CC(=O)OC)O)O)C (Methyl (E)-7-(4'-Fluoro-3,3',5-trimethyl[1,1'-biphenyl]-2-yl)-3,5-dihydroxy-6-heptenoate). Reaction SMILES: O1CCCC1.[F:6][C:7]1[CH:12]=[CH:11][C:10]([C:13]2[CH:18]=[C:17]([CH3:19])[CH:16]=[C:15]([CH3:20])[C:14]=2/[CH:21]=[CH:22]/[CH:23]([OH:32])[CH2:24][C:25](=[O:31])[CH2:26][C:27]([O:29][CH3:30])=[O:28])=[CH:9][C:8]=1[CH3:33].C(B(CC)CC)C.[BH4-].[Na+]>CO>[F:6][C:7]1[CH:12]=[CH:11][C:10]([C:13]2[CH:18]=[C:17]([CH3:19])[CH:16]=[C:15]([CH3:20])[C:14]=2/[CH:21]=[CH:22]/[CH:23]([OH:32])[CH2:24][CH:25]([OH:31])[CH2:26][C:27]([O:29][CH3:30])=[O:28])=[CH:9][C:8]=1[CH3:33] |f:3.4|. Procedure: Into a glass vessel under nitrogen was charged tetrahydrofuran (22 ml), methyl E-7-(4'-fluoro-3,3',5-trimethyl[1,1'-biphenyl]-2-yl)-5-hydroxy-3-oxo-6-heptenoate (3.0 g, 7.8 mmole) and triethylborane (0.92 g, 9.4 mmole) at ambient temperature and air was bubbled through the solution. After a 5 minute age, the solution was cooled to -78° C. Sodium borohydride (350 mg, 9.25 mmole) was added followed by the addition over 15 minutes of methanol (5 ml) maintaining a temperature below -65° C. After a 3... Reactants: O=C([O-])[O-], CI, CCO, CN(C)C=O, [K+], [K+], [Na+], [OH-], O, O=C(O)c1cc(Cl)ccc1O. Yields the product COc1ccc(Cl)cc1C(=O)O. RXN SMILES: [C:12](=[O:13])([O-:14])[O-:15].[CH3:18][I:19].[CH3:23][CH2:24][OH:25].[CH3:26][N:27]([CH3:28])[CH:29]=[O:30].[K+:16].[K+:17].[Na+:21].[OH-:20].[OH2:22].[OH:1][C:2](=[O:3])[c:4]1[cH:5][c:6]([Cl:7])[cH:8][cH:9][c:10]1[OH:11]>>[OH:1][C:2](=[O:3])[c:4]1[cH:5][c:6]([Cl:7])[cH:8][cH:9][c:10]1[O:11][CH3:12].